From a dataset of the Open Reaction Database (ORD), a public repository of structured organic reaction records. describe an organic reaction: reactants, conditions, products, and yield Starting materials: C(C=C)[C@]1(C(N([C@@H]([C@H](C1)C1=CC(=CC=C1)Cl)C1=CC=C(C=C1)Cl)[C@H](C=O)CC)=O)C ((S)-2-((3R,5R,6S)-3-allyl-5-(3-chlorophenyl)-6-(4-chlorophenyl)-3-methyl-2-oxopiperidin-1-yl)butanal), COC1=CC=C(C=C1)CN ((4-methoxyphenyl)methanamine), C(C)(=O)O[BH-](OC(C)=O)OC(C)=O.[Na+] (sodium triacetoxyborohydride). Solvent: ClCCCl (DCE). Reaction conditions: temperature 25 celsius, time 18 hour. Yields the product C(C=C)[C@]1(C(N([C@@H]([C@H](C1)C1=CC(=CC=C1)Cl)C1=CC=C(C=C1)Cl)[C@H](CNCC1=CC=C(C=C1)OC)CC)=O)C ((3R,5R,6S)-3-allyl-5-(3-chlorophenyl)-6-(4-chlorophenyl)-1-((S)-1-((4-methoxybenzyl)amino)butan-2-yl)-3-methylpiperidin-2-one). RXN SMILES: [CH2:1]([C@:4]1([CH3:30])[CH2:9][C@H:8]([C:10]2[CH:15]=[CH:14][CH:13]=[C:12]([Cl:16])[CH:11]=2)[C@@H:7]([C:17]2[CH:22]=[CH:21][C:20]([Cl:23])=[CH:19][CH:18]=2)[N:6]([C@@H:24]([CH2:27][CH3:28])[CH:25]=O)[C:5]1=[O:29])[CH:2]=[CH2:3].[CH3:31][O:32][C:33]1[CH:38]=[CH:37][C:36]([CH2:39][NH2:40])=[CH:35][CH:34]=1.C(O[BH-](OC(=O)C)OC(=O)C)(=O)C.[Na+]>ClCCCl>[CH2:1]([C@:4]1([CH3:30])[CH2:9][C@H:8]([C:10]2[CH:15]=[CH:14][CH:13]=[C:12]([Cl:16])[CH:11]=2)[C@@H:7]([C:17]2[CH:22]=[CH:21][C:20]([Cl:23])=[CH:19][CH:18]=2)[N:6]([C@@H:24]([CH2:27][CH3:28])[CH2:25][NH:40][CH2:39][C:36]2[CH:37]=[CH:38][C:33]([O:32][CH3:31])=[CH:34][CH:35]=2)[C:5]1=[O:29])[CH:2]=[CH2:3] |f:2.3|. Procedure: To a solution of (S)-2-((3R,5R,6S)-3-allyl-5-(3-chlorophenyl)-6-(4-chlorophenyl)-3-methyl-2-oxopiperidin-1-yl)butanal (300 mg, 0.675 mmol; Example 91, Step C) and (4-methoxyphenyl)methanamine (131 μL, 1.01 mmol) in DCE (4.5 mL) was added sodium triacetoxyborohydride (429 mg, 2.03 mmol) at 0° C. in several portions. After being stirred at 25° C. for 18 h, the reaction was quenched by adding ice-cold saturated aqueous NaHCO3 and extracted (2×DCM). The combined organic layers were washed (1×sat. aq... Reactants: [H][H] (hydrogen), CC(C)C1(C(=O)N2C(C(=O)N3CCCC3C2(O1)O)CC4=CC=CC=C4)NC(=O)C5CN(C6CC7=CNC8=CC=CC(=C78)C6=C5)C.CC(C)C1(C(=O)N2C(C(=O)N3CCCC3C2(O1)O)CC4=CC=CC=C4)NC(=O)C5CN(C6CC7=CNC8=CC=CC(=C78)C6=C5)C.C1=CC=CC=C1 (ergotoxine benzene). The reagents and catalysts are [Ni] (Raney nickel). Solvent: O1CCOCC1 (dioxane). Yields the product CC(C)C1(C(=O)N2C(C(=O)N3CCCC3C2(O1)O)CC4=CC=CC=C4)NC(=O)C5CN(C6CC7=CNC8=CC=CC(=C78)C6=C5)C.CC(C)C1(C(=O)N2C(C(=O)N3CCCC3C2(O1)O)CC4=CC=CC=C4)NC(=O)C5CN(C6CC7=CNC8=CC=CC(=C78)C6=C5)C (ergotoxine). RXN SMILES: [CH3:1][CH:2]([C:4]1([NH:26][C:27]([CH:29]2[CH:44]=[C:43]3[CH:32]([CH2:33][C:34]4[C:42]5[C:37](=[CH:38][CH:39]=[CH:40][C:41]=53)[NH:36][CH:35]=4)[N:31]([CH3:45])[CH2:30]2)=[O:28])[O:17][C:16]2([OH:18])[N:7]([CH:8]([CH2:19][C:20]3[CH:25]=[CH:24][CH:23]=[CH:22][CH:21]=3)[C:9]([N:11]3[CH:15]2[CH2:14][CH2:13][CH2:12]3)=[O:10])[C:5]1=[O:6])[CH3:3].[CH3:46][CH:47]([C:49]1([NH:71][C:72]([CH:74]2[CH:89]=[C:88]3[CH:77]([CH2:78][C:79]4[C:87]5[C:82](=[CH:83][CH:84]=[CH:85][C:86]=53)[NH:81][CH:80]=4)[N:76]([CH3:90])[CH2:75]2)=[O:73])[O:62][C:61]2([OH:63])[N:52]([CH:53]([CH2:64][C:65]3[CH:70]=[CH:69][CH:68]=[CH:67][CH:66]=3)[C:54]([N:56]3[CH:60]2[CH2:59][CH2:58][CH2:57]3)=[O:55])[C:50]1=[O:51])[CH3:48].C1C=CC=CC=1.[H][H]>O1CCOCC1.[Ni]>[CH3:3][CH:2]([C:4]1([NH:26][C:27]([CH:29]2[CH:44]=[C:43]3[CH:32]([CH2:33][C:34]4[C:42]5[C:37](=[CH:38][CH:39]=[CH:40][C:41]=53)[NH:36][CH:35]=4)[N:31]([CH3:45])[CH2:30]2)=[O:28])[O:17][C:16]2([OH:18])[N:7]([CH:8]([CH2:19][C:20]3[CH:21]=[CH:22][CH:23]=[CH:24][CH:25]=3)[C:9]([N:11]3[CH:15]2[CH2:14][CH2:13][CH2:12]3)=[O:10])[C:5]1=[O:6])[CH3:1].[CH3:48][CH:47]([C:49]1([NH:71][C:72]([CH:74]2[CH:89]=[C:88]3[CH:77]([CH2:78][C:79]4[C:87]5[C:82](=[CH:83][CH:84]=[CH:85][C:86]=53)[NH:81][CH:80]=4)[N:76]([CH3:90])[CH2:75]2)=[O:73])[O:62][C:61]2([OH:63])[N:52]([CH:53]([CH2:64][C:65]3[CH:66]=[CH:67][CH:68]=[CH:69][CH:70]=3)[C:54]([N:56]3[CH:60]2[CH2:59][CH2:58][CH2:57]3)=[O:55])[C:50]1=[O:51])[CH3:46] |f:0.1.2,6.7|. Reported procedure: The ergotoxine-benzene adduct formed in accordance with Example 7 in an amount of 50.0 g was hydrogenated in 0.7 liter of dioxane at 60° C at a hydrogen pressure of 50 atmospheres above atmospheric in a shaking or stirring autoclave provided with heating means in the presence of Raney nickel within a time of 2 hours. The solution of the formed 9,10-dihydroergotoxine was filtered off the catalyst and concentrated by evaporation to dryness in a vacuum. The hydrogenated base was then caused to crys... The reactants are CCI, [H-], CSc1ccc(NS(=O)(=O)c2ccc(C)cc2)c([N+](=O)[O-])c1, [Na+], CN(C)C=O, O. Yields the product CCN(c1ccc(SC)cc1[N+](=O)[O-])S(=O)(=O)c1ccc(C)cc1. RXN SMILES: [CH2:25]([CH3:26])[I:27].[H-:1].[N+:3](=[O:4])([O-:5])[c:6]1[c:7]([NH:8][S:9](=[O:10])(=[O:11])[c:12]2[cH:13][cH:14][c:15]([CH3:18])[cH:16][cH:17]2)[cH:19][cH:20][c:21]([S:23][CH3:24])[cH:22]1.[Na+:2].[O:29]=[CH:30][N:31]([CH3:32])[CH3:33].[OH2:28]>>[N+:3](=[O:4])([O-:5])[c:6]1[c:7]([N:8]([S:9](=[O:10])(=[O:11])[c:12]2[cH:13][cH:14][c:15]([CH3:18])[cH:16][cH:17]2)[CH2:25][CH3:26])[cH:19][cH:20][c:21]([S:23][CH3:24])[cH:22]1. Starting materials: Cc1ccccc1B(O)O, Cc1ccccc1, COc1cc2nccc(Oc3ccc(C)nc3I)c2cc1OC, [Na+], O=C([O-])O. Product: COc1cc2nccc(Oc3ccc(C)nc3-c3ccccc3C)c2cc1OC. As a reaction SMILES: [CH3:24][c:25]1[c:26]([B:31]([OH:32])[OH:33])[cH:27][cH:28][cH:29][cH:30]1.[CH3:39][c:40]1[cH:41][cH:42][cH:43][cH:44][cH:45]1.[I:1][c:2]1[n:3][c:4]([CH3:23])[cH:5][cH:6][c:7]1[O:8][c:9]1[cH:10][cH:11][n:12][c:13]2[cH:14][c:15]([O:21][CH3:22])[c:16]([O:19][CH3:20])[cH:17][c:18]12.[Na+:34].[OH:35][C:36](=[O:37])[O-:38]>>[c:2]1(-[c:26]2[c:25]([CH3:24])[cH:30][cH:29][cH:28][cH:27]2)[n:3][c:4]([CH3:23])[cH:5][cH:6][c:7]1[O:8][c:9]1[cH:10][cH:11][n:12][c:13]2[cH:14][c:15]([O:21][CH3:22])[c:16]([O:19][CH3:20])[cH:17][c:18]12. Starting materials: CCOCC (ether), resultant mixture, solution, oil, [H-].[Na+] (sodium hydride), oil, [H-].[Na+] (sodium hydride), CC=1NC(=C(C(C1C(=O)OCC)C1=CC(=CC=C1)[N+](=O)[O-])C(=O)OCC)C (diethyl 2,6-dimethyl-4-(3-nitrophenyl)-1,4-dihydropyridine-3,5 -dicarboxylate), S1(=O)(=O)OCCO1 (ethylene sulfate), S1(=O)(=O)OCCO1 (ethylene sulfate). Run in O (water), O (water), O1CCCC1 (tetrahydrofuran), O1CCCC1 (tetrahydrofuran), O1CCCC1 (tetrahydrofuran). Run at temperature -10 celsius, time 3 hour. The product is S(=O)(=O)(OCCN1C(=C(C(C(=C1C)C(=O)OCC)C1=CC(=CC=C1)[N+](=O)[O-])C(=O)OCC)C)[O-].[Na+] (sodium β-[2,6-dimethyl-3,5-bis(ethoxycarbonyl)-4-(3-nitrophenyl)- 1,4-dihydropyridine-1-yl]-ethyl sulfate). As a reaction SMILES: [CH3:1][C:2]1[NH:3][C:4]([CH3:27])=[C:5]([C:22]([O:24][CH2:25][CH3:26])=[O:23])[CH:6]([C:13]2[CH:18]=[CH:17][CH:16]=[C:15]([N+:19]([O-:21])=[O:20])[CH:14]=2)[C:7]=1[C:8]([O:10][CH2:11][CH3:12])=[O:9].[H-].[Na+:29].[S:30]1([O:36][CH2:35][CH2:34][O:33]1)(=[O:32])=[O:31].CCOCC>O1CCCC1.O>[S:30]([O-:36])([O:33][CH2:34][CH2:35][N:3]1[C:4]([CH3:27])=[C:5]([C:22]([O:24][CH2:25][CH3:26])=[O:23])[CH:6]([C:13]2[CH:18]=[CH:17][CH:16]=[C:15]([N+:19]([O-:21])=[O:20])[CH:14]=2)[C:7]([C:8]([O:10][CH2:11][CH3:12])=[O:9])=[C:2]1[CH3:1])(=[O:32])=[O:31].[Na+:29] |f:1.2,7.8|. Procedure: In 160 ml of tetrahydrofuran was dissolved 40 g of diethyl 2,6-dimethyl-4-(3-nitrophenyl)-1,4-dihydropyridine-3,5 -dicarboxylate and after adding to the solution 5.2 g of 50% oil dispersion of sodium hydride at room temperature, the resultant mixture was stirred for 30 minutes at room temperature. Then, the mixture was cooled to temperatures of from -10° C. to -20° C., and after adding dropwise thereto a solution of 20 g ethylene sulfate in 80 ml of tetrahydrofuran, the mixture was stirred for 1... Starting materials: CCC(C(=O)Cl)C(C#N)(c1ccccc1)c1ccccc1, ClCCl, CNC. Yields the product CCC(C(=O)N(C)C)C(C#N)(c1ccccc1)c1ccccc1. As a reaction SMILES: [C:1](#[N:2])[C:3]([CH:4]([C:5](=[O:6])[Cl:7])[CH2:8][CH3:9])([c:10]1[cH:11][cH:12][cH:13][cH:14][cH:15]1)[c:16]1[cH:17][cH:18][cH:19][cH:20][cH:21]1.[CH2:25]([Cl:26])[Cl:27].[CH3:22][NH:23][CH3:24]>>[C:1](#[N:2])[C:3]([CH:4]([C:5](=[O:6])[N:23]([CH3:22])[CH3:24])[CH2:8][CH3:9])([c:10]1[cH:11][cH:12][cH:13][cH:14][cH:15]1)[c:16]1[cH:17][cH:18][cH:19][cH:20][cH:21]1. Starting materials: BrC1=CC=C(C=C1)NC(=O)NC1CC1 (1-(4-bromo-phenyl)-3-cyclopropyl-urea), C(C)(=O)OC(C)=O (acetic anhydride), C(CC(=O)O)(=O)O (malonic acid). Conditions: temperature 100 celsius, time 3 hour. Yields the product BrC1=CC=C(C=C1)N1C(N(C(CC1=O)=O)C1CC1)=O (1-(4-bromo-phenyl)-3-cyclopropyl-pyrimidine-2,4,6-trione). Isolated yield 72.8%. Reaction SMILES: [Br:1][C:2]1[CH:7]=[CH:6][C:5]([NH:8][C:9]([NH:11][CH:12]2[CH2:14][CH2:13]2)=[O:10])=[CH:4][CH:3]=1.C(OC(=O)C)(=O)C.[C:22](O)(=[O:27])[CH2:23][C:24](O)=[O:25]>>[Br:1][C:2]1[CH:7]=[CH:6][C:5]([N:8]2[C:24](=[O:25])[CH2:23][C:22](=[O:27])[N:11]([CH:12]3[CH2:13][CH2:14]3)[C:9]2=[O:10])=[CH:4][CH:3]=1. Procedure details: To 1-(4-bromo-phenyl)-3-cyclopropyl-urea 31 (12.9 g) obtained in Step 1 was added acetic anhydride (25.8 ml), malonic acid 4 (5.79 g) was added under a nitrogen atmosphere, and the mixture was stirred at 100° C. for 3 hrs. After allowing to cool to room temperature, the reaction mixture was concentrated under reduced pressure. Diethyl ether-ethanol [4:1 (volume ratio), 100 ml] was added to the residue and, after stirring, the crystals were collected by filtration and dried to give 1-(4-bromo-phe...